From a dataset of the Open Reaction Database (ORD), a public repository of structured organic reaction records. describe an organic reaction: reactants, conditions, products, and yield Starting materials: C1(CC1)S(=O)(=O)C1=CC=C(C=C1)C(C(CCC(=O)C1=CC=C(C=N1)C(C(=O)OCC)C(=O)OCC)=O)CC1CCOCC1 (diethyl (6-{5-[4-(cyclopropylsulfonyl)phenyl]-4-oxo-6-(tetrahydro-2H-pyran-4-yl)hexanoyl}pyridin-3-yl)malonate), C(C)(=O)[O-].[NH4+] (ammonium acetate). Solvent: C(C)(=O)OCC (ethyl acetate), C(C)(=O)O (acetic acid). Run at temperature 110 celsius, time 40 minute. The product is C1(CC1)S(=O)(=O)C1=CC=C(C=C1)C(CC1CCOCC1)C1=CC=C(N1)C1=CC=C(C=N1)C(C(=O)OCC)C(=O)OCC (Diethyl [6-(5-{1-[4-(cyclopropylsulfonyl)phenyl]-2-(tetrahydro-2H-pyran-4-yl)ethyl}-1H-pyrrol-2-yl)pyridin-3-yl]malonate). The yield is 82.6%. As a reaction SMILES: [CH:1]1([S:4]([C:7]2[CH:12]=[CH:11][C:10]([CH:13]([CH2:37][CH:38]3[CH2:43][CH2:42][O:41][CH2:40][CH2:39]3)[C:14](=O)[CH2:15][CH2:16][C:17]([C:19]3[N:24]=[CH:23][C:22]([CH:25]([C:31]([O:33][CH2:34][CH3:35])=[O:32])[C:26]([O:28][CH2:29][CH3:30])=[O:27])=[CH:21][CH:20]=3)=O)=[CH:9][CH:8]=2)(=[O:6])=[O:5])[CH2:3][CH2:2]1.C([O-])(=O)C.[NH4+:48]>C(O)(=O)C.C(OCC)(=O)C>[CH:1]1([S:4]([C:7]2[CH:12]=[CH:11][C:10]([CH:13]([C:14]3[NH:48][C:17]([C:19]4[N:24]=[CH:23][C:22]([CH:25]([C:26]([O:28][CH2:29][CH3:30])=[O:27])[C:31]([O:33][CH2:34][CH3:35])=[O:32])=[CH:21][CH:20]=4)=[CH:16][CH:15]=3)[CH2:37][CH:38]3[CH2:43][CH2:42][O:41][CH2:40][CH2:39]3)=[CH:9][CH:8]=2)(=[O:5])=[O:6])[CH2:3][CH2:2]1 |f:1.2|. Reported procedure: To a solution (5 mL) of diethyl (6-{5-[4-(cyclopropylsulfonyl)phenyl]-4-oxo-6-(tetrahydro-2H-pyran-4-yl)hexanoyl}pyridin-3-yl)malonate (150 mg) in acetic acid was added ammonium acetate (300 mg), and the mixture was stirred at 110° C. for 40 min. After cooling to room temperature, the reaction mixture was diluted with ethyl acetate and washed with water. The ethyl acetate layer was washed with saturated aqueous sodium hydrogen carbonate and saturated brine, dried (MgSO4) and concentrated. The re... Reactants: C(C)(=O)OCC (ethyl acetate), OC[C@H]1CCC(N1)=O ((5R)-5-hydroxymethylpyrollidin-2-one), N1C=NC=C1 (imidazole), [Si](C)(C)(C(C)(C)C)Cl (t-butyldimethylsilyl chloride). Run in CCCCCC (hexane), CN(C=O)C (dimethylformamide), CN(C=O)C (dimethylformamide). Reaction conditions: time 5 hour. Yields the product [Si](C)(C)(C(C)(C)C)OC[C@H]1CCC(N1)=O ((5R)-5-t-Butyldimethylsilyloxymethylpyrrolidin-2-one). Isolated yield 107.5%. Reaction SMILES: [OH:1][CH2:2][C@@H:3]1[NH:7][C:6](=[O:8])[CH2:5][CH2:4]1.N1C=CN=C1.[Si:14](Cl)([C:17]([CH3:20])([CH3:19])[CH3:18])([CH3:16])[CH3:15].C(OCC)(=O)C>CN(C)C=O.CCCCCC>[Si:14]([O:1][CH2:2][C@@H:3]1[NH:7][C:6](=[O:8])[CH2:5][CH2:4]1)([C:17]([CH3:20])([CH3:19])[CH3:18])([CH3:16])[CH3:15]. Reported procedure: Under atmosphere of argon, a solution of (5R)-5-hydroxymethylpyrollidin-2-one (10 g) and imidazole (8.8 g) in dry dimethylformamide (50 mL) was added by a solution of t-butyldimethylsilyl chloride (15.6 g) in dry dimethylformamide (50 mL) at room temperature, and the mixture was stirred for 5 hours. To the mixture, a mixed solvent of ethyl acetate and hexane was added. The diluted solution was washed with water and brine successively, dried over an anhydrous sodium sulfate, concentrated under re...